From a dataset of the Open Reaction Database (ORD), a public repository of structured organic reaction records. describe an organic reaction: reactants, conditions, products, and yield Starting materials: CN(C(CC[C@@H](C)[C@H]1CC=C2C=3CC[C@H]4C([C@H](CC[C@]4(C)C3CC[C@]12C)O[Si](C)(C)C(C)(C)C)(C)C)=O)C (3β-tert-butyldimethylsilyloxy-4,4-dimethyl-5α-chola-8,14-dien-24 oic acid-N,N-dimethyl amide), Cl (hydrogen chloride). Run in C(C)O (ethanol). Product: CN(C(CC[C@@H](C)[C@H]1CC=C2C=3CC[C@H]4C([C@H](CC[C@]4(C)C3CC[C@]12C)O)(C)C)=O)C (3β-Hydroxy-4,4-dimethyl-5α-chola-8,14-dien-24-oic acid-N,N-dimethyl amide). Isolated yield 74.8%. As a reaction SMILES: [CH3:1][N:2]([CH3:38])[C:3](=[O:37])[CH2:4][CH2:5][C@H:6]([C@@H:8]1[C@:25]2([CH3:26])[C:11]([C:12]3[CH2:13][CH2:14][C@@H:15]4[C@:20]([C:22]=3[CH2:23][CH2:24]2)([CH3:21])[CH2:19][CH2:18][C@H:17]([O:27][Si](C(C)(C)C)(C)C)[C:16]4([CH3:36])[CH3:35])=[CH:10][CH2:9]1)[CH3:7].Cl>C(O)C>[CH3:38][N:2]([CH3:1])[C:3](=[O:37])[CH2:4][CH2:5][C@H:6]([C@@H:8]1[C@:25]2([CH3:26])[C:11]([C:12]3[CH2:13][CH2:14][C@@H:15]4[C@:20]([C:22]=3[CH2:23][CH2:24]2)([CH3:21])[CH2:19][CH2:18][C@H:17]([OH:27])[C:16]4([CH3:36])[CH3:35])=[CH:10][CH2:9]1)[CH3:7]. Procedure details: 3β-tert-butyldimethylsilyloxy-4,4-dimethyl-5α-chola-8,14-dien-24 oic acid-N,N-dimethyl amide (0.10 g) is dissolved in 5 ml of ethanol, 0.2 ml of 6N hydrogen chloride is added and the mixture is stirred at room temperature the weekend over. The product is precipitated with 10 ml of water, filtered and recrystallized from ethanol/heptan to give the title compound (59 mg). M.p. 192-195° C. 1H-NMR (CDCl3, 400 MHz)): δ=5.36 (1H, s); 3.24 (1H, m); 3.02 (3H, s); 2.94 (3H, s). Molecular weight: Calculat... Reactants: C(C1=CC=CC=C1)OC1=C(C=C(C(CN(C(C)(C)C)CC2=CC=CC=C2)O)C=C1)[N+](=O)[O-] (4-benzyloxy-3-nitro-α-(N-benzyl-N-tert-butylaminomethyl) benzyl alcohol), solution. Reagents/catalysts: [Fe] (iron). Run in C(C)(=O)O (acetic acid). Product: NC=1C=C(C(CN(C(C)(C)C)CC2=CC=CC=C2)O)C=CC1OCC1=CC=CC=C1 (3-amino-4-benzyloxy-α-(N-benzyl-N-tert-butylaminomethyl) benzyl alcohol). As a reaction SMILES: [CH2:1]([O:8][C:9]1[CH:29]=[CH:28][C:12]([CH:13]([OH:27])[CH2:14][N:15]([CH2:20][C:21]2[CH:26]=[CH:25][CH:24]=[CH:23][CH:22]=2)[C:16]([CH3:19])([CH3:18])[CH3:17])=[CH:11][C:10]=1[N+:30]([O-])=O)[C:2]1[CH:7]=[CH:6][CH:5]=[CH:4][CH:3]=1>[Fe].C(O)(=O)C>[NH2:30][C:10]1[CH:11]=[C:12]([CH:28]=[CH:29][C:9]=1[O:8][CH2:1][C:2]1[CH:7]=[CH:6][CH:5]=[CH:4][CH:3]=1)[CH:13]([OH:27])[CH2:14][N:15]([CH2:20][C:21]1[CH:26]=[CH:25][CH:24]=[CH:23][CH:22]=1)[C:16]([CH3:18])([CH3:19])[CH3:17]. Reported procedure: In 150 ml. of a 50% aqueous acetic acid solution there was dissolved 30 g. of 4-benzyloxy-3-nitro-α-(N-benzyl-N-tert-butylaminomethyl) benzyl alcohol and after adding to the solution 12 g. of iron powder, the mixture was refluxed for 25 minutes, accompanied by heating. While the reaction mixture was still hot, it was filtered and the filtrate was concentrated under a reduced pressure. Then, after adding to the residue 50 ml. of a 10% aqueous sodium carbonate solution, the product was extracted w... Reactants: CS(=O)(=O)Cl, CCN(C(C)C)C(C)C, ClCCl, Nc1cccc(OCCCOc2ncnc3scc(-c4ccc(F)cc4)c23)c1. Product: CS(=O)(=O)Nc1cccc(OCCCOc2ncnc3scc(-c4ccc(F)cc4)c23)c1. As a reaction SMILES: [CH3:29][S:30]([Cl:31])(=[O:32])=[O:33].[CH:34]([N:35]([CH:36]([CH3:37])[CH3:38])[CH2:39][CH3:40])([CH3:41])[CH3:42].[Cl:43][CH2:44][Cl:45].[F:1][c:2]1[cH:3][cH:4][c:5](-[c:8]2[cH:9][s:10][c:11]3[n:12][cH:13][n:14][c:15]([O:17][CH2:18][CH2:19][CH2:20][O:21][c:22]4[cH:23][c:24]([NH2:25])[cH:26][cH:27][cH:28]4)[c:16]23)[cH:6][cH:7]1>>[F:1][c:2]1[cH:3][cH:4][c:5](-[c:8]2[cH:9][s:10][c:11]3[n:12][cH:13][n:14][c:15]([O:17][CH2:18][CH2:19][CH2:20][O:21][c:22]4[cH:23][c:24]([NH:25][S:30]([CH3:29])(=[O:32])=[O:33])[cH:26][cH:27][cH:28]4)[c:16]23)[cH:6][cH:7]1.